This data is from the Open Reaction Database (ORD), a public repository of structured organic reaction records. The task is: describe an organic reaction: reactants, conditions, products, and yield Starting materials: BrCC(=O)NC1=CC(=CC=C1)C1=NC2=CC=CC=C2N=C1 (2-bromo-N-(3-(quinoxalin-2-yl)phenyl)acetamide), C(C)(=S)[O-].[K+] (potassium thioacetate). Run in C(C)(=O)OCC (ethyl acetate), C(C)#N (acetonitrile), C(C)OC(C)=O (ethylacetate). Reaction conditions: temperature 140 celsius. Yields the product C(C)(SCC(NC1=CC(=CC=C1)C1=NC2=CC=CC=C2N=C1)=O)=O (S-2-oxo-2-(3-(quinoxalin-2-yl)phenylamino)ethyl ethanethioate). Isolated yield 13.5%. Reaction SMILES: Br[CH2:2][C:3]([NH:5][C:6]1[CH:11]=[CH:10][CH:9]=[C:8]([C:12]2[CH:21]=[N:20][C:19]3[C:14](=[CH:15][CH:16]=[CH:17][CH:18]=3)[N:13]=2)[CH:7]=1)=[O:4].[C:22]([O-:25])(=[S:24])[CH3:23].[K+]>C(#N)C.C(OC(=O)C)C>[C:22](=[O:25])([S:24][CH2:2][C:3](=[O:4])[NH:5][C:6]1[CH:11]=[CH:10][CH:9]=[C:8]([C:12]2[CH:21]=[N:20][C:19]3[C:14](=[CH:15][CH:16]=[CH:17][CH:18]=3)[N:13]=2)[CH:7]=1)[CH3:23] |f:1.2|. Procedure details: A mixture of 2-bromo-N-(3-(quinoxalin-2-yl)phenyl)acetamide (300 mg, 0.876 mmol) and potassium thioacetate (400 mg, 3.5 mmol) in acetonitrile (15 mL) was heated in microwave at 140° C. for 10 min. The dark red solution was diluted with ethylacetate (50 mL), washed with brine (2×50 mL), dried over sodium sulphate, the solvent was evaporated in vacuo and the residue was purified by flash column chromatography (Flash Master, 20 g Isolute Silica column, gradient 0 to 5 min hexane, then ethyl acetate... Reactants: O=C1CCN(Cc2ccccc2)CC1, CC(=O)O, CO, C1CN(C2CC2)CCN1, N#C[K], O. Yields the product N#CC1(N2CCN(C3CC3)CC2)CCN(Cc2ccccc2)CC1. RXN SMILES: [CH2:1]([c:2]1[cH:3][cH:4][cH:5][cH:6][cH:7]1)[N:8]1[CH2:9][CH2:10][C:11](=[O:14])[CH2:12][CH2:13]1.[CH3:15][C:16](=[O:17])[OH:18].[CH3:31][OH:32].[CH:19]1([N:22]2[CH2:23][CH2:24][NH:25][CH2:26][CH2:27]2)[CH2:20][CH2:21]1.[K:28][C:29]#[N:30].[OH2:33]>>[CH2:1]([c:2]1[cH:3][cH:4][cH:5][cH:6][cH:7]1)[N:8]1[CH2:9][CH2:10][C:11]([N:25]2[CH2:24][CH2:23][N:22]([CH:19]3[CH2:20][CH2:21]3)[CH2:27][CH2:26]2)([C:29]#[N:30])[CH2:12][CH2:13]1. Run at temperature 100 celsius. The reagents and catalysts are C=1C=CC(=CC1)/C=C/C(=O)/C=C/C2=CC=CC=C2.C=1C=CC(=CC1)/C=C/C(=O)/C=C/C2=CC=CC=C2.C=1C=CC(=CC1)/C=C/C(=O)/C=C/C2=CC=CC=C2.[Pd].[Pd] (Pd2(dba)3), [Cu]I (CuI). Starting materials: [SnH3]C=1NC2=CC=CC=C2C1 (2-stannylindole), C1(=CC=CC=C1)P(C1=CC=CC=C1)C1=CC=CC=C1 (triphenylphosphine), [Li+].[Cl-] (LiCl), BrC(=C)C (2-bromopropene). Product: C(C=C)C=1NC2=CC=CC=C2C1 (2-(2-propenyl)indole), solid. Procedure details: The 2-stannylindole 23-1 (1.280 g, 2.34 mmol; prepared using methods described in WO 03/010141), triphenylphosphine (0.065 g, 0.25 mmol), CuI (0.045 g, 0.24 mmol), LiCl (0.200 g, 4.72 mmol) and 2-bromopropene (0.444 mL, 5.00 mmol) were dissolved in DMF (6 mL) and the suspension degassed by bubbling Ar for 20 min. Pd2(dba)3 (0.035 g, 0.034 mmol) was added and after degassing for an additional 10 min, the reaction mixture was heated to 100° C. overnight. The suspension was then diluted with TBME (... The yield is 81.0%. RXN SMILES: [SnH3][C:2]1[NH:3][C:4]2[C:9]([CH:10]=1)=[CH:8][CH:7]=[CH:6][CH:5]=2.[C:11]1(P(C2C=CC=CC=2)C2C=CC=CC=2)[CH:16]=CC=C[CH:12]=1.[Li+].[Cl-].BrC(C)=C>CN(C=O)C.[Cu]I.C1C=CC(/C=C/C(/C=C/C2C=CC=CC=2)=O)=CC=1.C1C=CC(/C=C/C(/C=C/C2C=CC=CC=2)=O)=CC=1.C1C=CC(/C=C/C(/C=C/C2C=CC=CC=2)=O)=CC=1.[Pd].[Pd]>[CH2:16]([C:2]1[NH:3][C:4]2[C:9]([CH:10]=1)=[CH:8][CH:7]=[CH:6][CH:5]=2)[CH:11]=[CH2:12] |f:2.3,7.8.9.10.11|. Run in CN(C)C=O (DMF).